Dataset: the Open Reaction Database (ORD), a public repository of structured organic reaction records. Task: describe an organic reaction: reactants, conditions, products, and yield Starting materials: diene, N1(CCOCC1)CCC1(C2C=CC(C1(C(=O)[O-])CCN1CCOCC1)C2)C(=O)[O-] (2,3-di[(morpholin-4-yl)ethyl]5-norbornene-2,3-dicarboxylate), C1(\C=C/C(=O)O1)=O (maleic anhydride). Yields the product C12C3C(C(C=C1)C2)C(=O)OC3=O (5-norbornene-2,3-dicarboxylic anhydride). Reaction SMILES: N1(CC[C:9]2([C:27]([O-:29])=[O:28])[C:14](CCN3CCOCC3)([C:15]([O-:17])=O)[CH:13]3[CH2:26][CH:10]2[CH:11]=[CH:12]3)CCOCC1.C1(=O)OC(=O)C=C1>>[CH:13]12[CH2:26][CH:10]([CH:11]=[CH:12]1)[CH:9]1[C:27]([O:29][C:15](=[O:17])[CH:14]21)=[O:28]. Procedure: reacting a diene compound of formula 2 with maleic anhydride to produce 5-norbornene-2,3-dicarboxylic anhydride;